The task is: describe an organic reaction: reactants, conditions, products, and yield. This data is from the Open Reaction Database (ORD), a public repository of structured organic reaction records. The reactants are CCOP(=O)(NC1CNCCC1OC)OCC, CC(=O)O, CO, O=Cc1ccccc1. Yields the product CCOP(=O)(NC1CN(Cc2ccccc2)CCC1OC)OCC. Reaction SMILES: [CH3:1][O:2][CH:3]1[CH:4]([NH:9][P:10]([O:11][CH2:12][CH3:13])([O:14][CH2:15][CH3:16])=[O:17])[CH2:5][NH:6][CH2:7][CH2:8]1.[CH3:26][C:27](=[O:28])[OH:29].[CH3:30][OH:31].[CH:18](=[O:19])[c:20]1[cH:21][cH:22][cH:23][cH:24][cH:25]1>>[CH3:1][O:2][CH:3]1[CH:4]([NH:9][P:10]([O:11][CH2:12][CH3:13])([O:14][CH2:15][CH3:16])=[O:17])[CH2:5][N:6]([CH2:18][c:20]2[cH:21][cH:22][cH:23][cH:24][cH:25]2)[CH2:7][CH2:8]1. Starting materials: [N+](=O)([O-])C1=CC2=C(CCNCC2)C=C1 (7-Nitro-1,2,4,5-tetrahydro-3H-3-benzazepine), ClCC1=NC2=CC=C(C=C2C=C1)[N+](=O)[O-] (2-chloromethyl-6-nitroquinoline), [I-].[Na+] (sodium iodide), C([O-])([O-])=O.[K+].[K+] (potassium carbonate). The solvent is C(C)#N (acetonitrile). Product: [N+](=O)([O-])C1=CC2=C(CCN(CC2)CC2=NC3=CC=C(C=C3C=C2)[N+](=O)[O-])C=C1 (7-Nitro-3-(6-nitroquinol-2-ylmethyl)-1,2,4,5-tetrahydro-3H-3-benzazepine). Reaction SMILES: [N+:1]([C:4]1[CH:14]=[CH:13][C:7]2[CH2:8][CH2:9][NH:10][CH2:11][CH2:12][C:6]=2[CH:5]=1)([O-:3])=[O:2].Cl[CH2:16][C:17]1[CH:26]=[CH:25][C:24]2[C:19](=[CH:20][CH:21]=[C:22]([N+:27]([O-:29])=[O:28])[CH:23]=2)[N:18]=1.[I-].[Na+].C(=O)([O-])[O-].[K+].[K+]>C(#N)C>[N+:1]([C:4]1[CH:14]=[CH:13][C:7]2[CH2:8][CH2:9][N:10]([CH2:16][C:17]3[CH:26]=[CH:25][C:24]4[C:19](=[CH:20][CH:21]=[C:22]([N+:27]([O-:29])=[O:28])[CH:23]=4)[N:18]=3)[CH2:11][CH2:12][C:6]=2[CH:5]=1)([O-:3])=[O:2] |f:2.3,4.5.6|. Procedure: 7-Nitro-1,2,4,5-tetrahydro-3H-3-benzazepine (0.35 g), 2-chloromethyl-6-nitroquinoline (0.4 g - see Chem. Pharm. Bull, 28, page 2441 [1980]), sodium iodide (0.27 g) and potassium carbonate (0.25 g) in acetonitrile were heated under reflux for 18 hours. The solvent was then removed in vacuo, the residue dissolved in methylene chloride and washed three times with aqueous sodium carbonate and twice with brine. The organic layer was dried (Na2SO4) and evaporated in vacuo to give an oil which was trit...